Dataset: the Open Reaction Database (ORD), a public repository of structured organic reaction records. Task: describe an organic reaction: reactants, conditions, products, and yield Starting materials: C1CCOC1, CCCCCCCN(Cc1cccc(OC)c1OC)C(=O)CCc1ccc(OCc2ccccc2C(=O)OC)cc1, CCOC(C)=O, [Li+], [OH-], O. The product is CCCCCCCN(Cc1cccc(OC)c1OC)C(=O)CCc1ccc(OCc2ccccc2C(=O)O)cc1. Reaction SMILES: [CH2:50]1[O:51][CH2:52][CH2:53][CH2:54]1.[CH3:1][O:2][c:3]1[c:4]([CH2:5][N:6]([C:7]([CH2:8][CH2:9][c:10]2[cH:11][cH:12][c:13]([O:14][CH2:15][c:16]3[c:17]([C:18](=[O:19])[O:20][CH3:21])[cH:22][cH:23][cH:24][cH:25]3)[cH:26][cH:27]2)=[O:28])[CH2:29][CH2:30][CH2:31][CH2:32][CH2:33][CH2:34][CH3:35])[cH:36][cH:37][cH:38][c:39]1[O:40][CH3:41].[CH3:44][CH2:45][O:46][C:47]([CH3:48])=[O:49].[Li+:43].[OH-:42].[OH2:55]>>[CH3:1][O:2][c:3]1[c:4]([CH2:5][N:6]([C:7]([CH2:8][CH2:9][c:10]2[cH:11][cH:12][c:13]([O:14][CH2:15][c:16]3[c:17]([C:18](=[O:19])[OH:20])[cH:22][cH:23][cH:24][cH:25]3)[cH:26][cH:27]2)=[O:28])[CH2:29][CH2:30][CH2:31][CH2:32][CH2:33][CH2:34][CH3:35])[cH:36][cH:37][cH:38][c:39]1[O:40][CH3:41]. Product: CCOc1cc(C(CS(C)(=O)=O)N2C(=O)c3cccc(NC(=O)CN(C)C)c3C2=O)ccc1OC, Cl. Starting materials: CCOc1cc(C(CS(C)(=O)=O)N2C(=O)c3cccc(NC(=O)CCl)c3C2=O)ccc1OC, CNC, CC#N, CCO, CCOC(C)=O, Cl, C1CCOC1. As a reaction SMILES: [CH2:1]([CH3:2])[O:3][c:4]1[cH:5][c:6]([CH:12]([CH2:13][S:14](=[O:15])(=[O:16])[CH3:17])[N:18]2[C:19](=[O:33])[c:20]3[cH:21][cH:22][cH:23][c:24]([NH:28][C:29]([CH2:30][Cl:31])=[O:32])[c:25]3[C:26]2=[O:27])[cH:7][cH:8][c:9]1[O:10][CH3:11].[CH3:34][NH:35][CH3:36].[CH3:43][C:44]#[N:45].[CH3:46][CH2:47][OH:48].[CH3:49][CH2:50][O:51][C:52](=[O:53])[CH3:54].[ClH:42].[O:37]1[CH2:38][CH2:39][CH2:40][CH2:41]1>>[CH2:1]([CH3:2])[O:3][c:4]1[cH:5][c:6]([CH:12]([CH2:13][S:14](=[O:15])(=[O:16])[CH3:17])[N:18]2[C:19](=[O:33])[c:20]3[cH:21][cH:22][cH:23][c:24]([NH:28][C:29]([CH2:30][N:35]([CH3:34])[CH3:36])=[O:32])[c:25]3[C:26]2=[O:27])[cH:7][cH:8][c:9]1[O:10][CH3:11].[ClH:31]. Reactants: BrC1=CC(=C(C=C1)C(=O)N1CCN(CC1)C1=NC=C(C=C1C)C)F ((4-bromo-2-fluorophenyl)[4-(3,5-dimethylpyridin-2-yl)piperazin-1-yl]methanone), COC1=CC=C(CN2C(NC(C2)C)=O)C=C1 (1-(4-methoxybenzyl)-4-methylimidazolidin-2-one). The product is CC=1C(=NC=C(C1)C)N1CCN(CC1)C(=O)C1=C(C=C(C=C1)N1C(N(CC1C)CC1=CC=C(C=C1)OC)=O)F (3-{4-[4-(3,5-dimethylpyridin-2-yl)piperazine-1-carbonyl]-3-fluorophenyl}-1-(4-methoxybenzyl)-4-methylimidazolidin-2-one). As a reaction SMILES: Br[C:2]1[CH:7]=[CH:6][C:5]([C:8]([N:10]2[CH2:15][CH2:14][N:13]([C:16]3[C:21]([CH3:22])=[CH:20][C:19]([CH3:23])=[CH:18][N:17]=3)[CH2:12][CH2:11]2)=[O:9])=[C:4]([F:24])[CH:3]=1.[CH3:25][O:26][C:27]1[CH:40]=[CH:39][C:30]([CH2:31][N:32]2[CH2:36][CH:35]([CH3:37])[NH:34][C:33]2=[O:38])=[CH:29][CH:28]=1>>[CH3:22][C:21]1[C:16]([N:13]2[CH2:14][CH2:15][N:10]([C:8]([C:5]3[CH:6]=[CH:7][C:2]([N:34]4[CH:35]([CH3:37])[CH2:36][N:32]([CH2:31][C:30]5[CH:39]=[CH:40][C:27]([O:26][CH3:25])=[CH:28][CH:29]=5)[C:33]4=[O:38])=[CH:3][C:4]=3[F:24])=[O:9])[CH2:11][CH2:12]2)=[N:17][CH:18]=[C:19]([CH3:23])[CH:20]=1. Procedure details: Using (4-bromo-2-fluorophenyl)[4-(3,5-dimethylpyridin-2-yl)piperazin-1-yl]methanone (157 mg) described in Preparation Example 114 and 1-(4-methoxybenzyl)-4-methylimidazolidin-2-one (132 mg) described in Preparation Example 52 and by the reaction and treatment in the same manner as in Example 1, 3-{4-[4-(3,5-dimethylpyridin-2-yl)piperazine-1-carbonyl]-3-fluorophenyl}-1-(4-methoxybenzyl)-4-methylimidazolidin-2-one was obtained. Using the obtained 3-{4-[4-(3,5-dimethylpyridin-2-yl)piperazine-1-carb... The reactants are CN(C)C=O, O=C1CCC(=O)N1Cl, O=C1C(=O)N2c3c(cccc31)CCC2c1ccccc1. Product: O=C1C(=O)N2c3c(cc(Cl)cc31)CCC2c1ccccc1. Reaction SMILES: [CH3:29][N:30]([CH3:31])[CH:32]=[O:33].[Cl:21][N:22]1[C:23](=[O:24])[CH2:25][CH2:26][C:27]1=[O:28].[c:1]1([CH:7]2[N:8]3[c:9]4[c:10]([cH:11][cH:12][cH:13][c:14]4[CH2:15][CH2:16]2)[C:17](=[O:20])[C:18]3=[O:19])[cH:2][cH:3][cH:4][cH:5][cH:6]1>>[c:1]1([CH:7]2[N:8]3[c:9]4[c:10]([cH:11][c:12]([Cl:21])[cH:13][c:14]4[CH2:15][CH2:16]2)[C:17](=[O:20])[C:18]3=[O:19])[cH:2][cH:3][cH:4][cH:5][cH:6]1.